This data is from the Open Reaction Database (ORD), a public repository of structured organic reaction records. The task is: describe an organic reaction: reactants, conditions, products, and yield Reactants: C(C)OC(=O)C=1N(C2=CC(=CC=C2C1)C(F)(F)F)NCC1=CC=C(C=C1)F (1-(4-fluoro-benzylamino)-6-trifluoromethyl-1H-indole-2-carboxylic acid ethyl ester), C(C)OC(CC(=O)Cl)=O (chlorocarbonyl-acetic acid ethyl ester). Run in O1CCOCC1 (dioxane). Conditions: temperature 100 celsius. The product is C(C)OC(=O)C=1N(C2=CC(=CC=C2C1)C(F)(F)F)N(CC1=CC=C(C=C1)F)C(CC(=O)OCC)=O (1-[(2-Ethoxycarbonyl-acetyl)-(4-fluoro-benzyl)-amino]-6-trifluoromethyl-1H-indole-2-carboxylic acid ethyl ester). Isolated yield 52.0%. As a reaction SMILES: [CH2:1]([O:3][C:4]([C:6]1[N:7]([NH:19][CH2:20][C:21]2[CH:26]=[CH:25][C:24]([F:27])=[CH:23][CH:22]=2)[C:8]2[C:13]([CH:14]=1)=[CH:12][CH:11]=[C:10]([C:15]([F:18])([F:17])[F:16])[CH:9]=2)=[O:5])[CH3:2].[CH2:28]([O:30][C:31](=[O:36])[CH2:32][C:33](Cl)=[O:34])[CH3:29]>O1CCOCC1>[CH2:1]([O:3][C:4]([C:6]1[N:7]([N:19]([C:33](=[O:34])[CH2:32][C:31]([O:30][CH2:28][CH3:29])=[O:36])[CH2:20][C:21]2[CH:22]=[CH:23][C:24]([F:27])=[CH:25][CH:26]=2)[C:8]2[C:13]([CH:14]=1)=[CH:12][CH:11]=[C:10]([C:15]([F:18])([F:16])[F:17])[CH:9]=2)=[O:5])[CH3:2]. Procedure details: A mixture of 1-(4-fluoro-benzylamino)-6-trifluoromethyl-1H-indole-2-carboxylic acid ethyl ester (240 mg, 0.63 mmol) and chlorocarbonyl-acetic acid ethyl ester (105 mg, 0.69 mmol) in dioxane (3 mL) was heated in an 100° C. oil bath for 30 min and concentrated. Crude product was purified by silica gel chromatography (5%-50% EtOAc/DCM) to provide the title compound 162 mg. ESI (m/z): 495.24 (M+H)+. Starting materials: N1=CC(=CC=C1)C=C1C=2C=CC=CC2C=2NC(C=3N(C21)C=CN3)=O (10-(3-pyridylmethylene)-5H,10H-imidazo[1,2-a]indeno[1,2-e]pyrazin-4-one), CN(C=O)C (dimethylformamide). Reagents/catalysts: [Pd] (palladium on charcoal). The solvent is C(C)(=O)O (acetic acid). Product: N1=CC(=CC=C1)CC1C=2C=CC=CC2C=2NC(C=3N(C21)C=CN3)=O (10-(3-pyridylmethyl)-5H,10H-imidazo[1,2-a]indeno-[1,2-e]pyrazin-4-one). Yield: 37.8%. Reaction SMILES: [N:1]1[CH:6]=[CH:5][CH:4]=[C:3]([CH:7]=[C:8]2[C:20]3[N:19]4[CH:21]=[CH:22][N:23]=[C:18]4[C:17](=[O:24])[NH:16][C:15]=3[C:14]3[CH:13]=[CH:12][CH:11]=[CH:10][C:9]2=3)[CH:2]=1.CN(C)C=O>[Pd].C(O)(=O)C>[N:1]1[CH:6]=[CH:5][CH:4]=[C:3]([CH2:7][CH:8]2[C:20]3[N:19]4[CH:21]=[CH:22][N:23]=[C:18]4[C:17](=[O:24])[NH:16][C:15]=3[C:14]3[CH:13]=[CH:12][CH:11]=[CH:10][C:9]2=3)[CH:2]=1. Reported procedure: The procedure is performed as in Example 21, but starting with 1 g of 10-(3-pyridylmethylene)-5H,10H-imidazo[1,2-a]indeno[1,2-e]pyrazin-4-one, 150 ml of dimethylformamide, 5 ml of acetic acid and 0.1 g of 10% palladium on charcoal. 0.38 g of 10-(3-pyridylmethyl)-5H,10H-imidazo[1,2-a]indeno-[1,2-e]pyrazin-4-one is obtained, in the form of an off-white solid melting above 260° C. (Analysis % calculated C: 72.60, H: 4.49, N: 17.82, O: 5.09, % found C: 72.3, H: 4.8, N: 17.8, O: 5.4). The reactants are C(C)OC(CCCCCOC1=C(C=CC(=C1)C=O)N)=O (6-(2-amino-5-formyl-phenoxy)-hexanoic acid ethyl ester), C(#N)C=1C(OC(C1C)(C)C)=C(C#N)C#N (2-(3-cyano-4,5,5-trimethyl-5H-furan-2-ylidene)-malononitrile), C(Cl)(Cl)Cl (chloroform), CC(=O)C (acetone). The reagents and catalysts are C(C)(=O)O (Acetic acid). Run in O (water), N1=CC=CC=C1 (pyridine). Reaction conditions: time 24 hour. Product: C(C)OC(CCCCCOC1=C(C=CC(=C1)C=CC=1C(OC(C1C#N)=C(C#N)C#N)(C)C)N)=O (6-{2-Amino-5-[2-(4-cyano-5-dicyanomethylene-2,2-dimethyl-2,5-dihydro-furan-3-yl)-vinyl]-phenoxy}-hexanoic acid ethyl ester). RXN SMILES: [CH2:1]([O:3][C:4](=[O:20])[CH2:5][CH2:6][CH2:7][CH2:8][CH2:9][O:10][C:11]1[CH:16]=[C:15]([CH:17]=O)[CH:14]=[CH:13][C:12]=1[NH2:19])[CH3:2].[C:21]([C:23]1[C:24](=[C:31]([C:34]#[N:35])[C:32]#[N:33])[O:25][C:26]([CH3:30])([CH3:29])[C:27]=1[CH3:28])#[N:22].C(Cl)(Cl)Cl.CC(C)=O>C(O)(=O)C.N1C=CC=CC=1.O>[CH2:1]([O:3][C:4](=[O:20])[CH2:5][CH2:6][CH2:7][CH2:8][CH2:9][O:10][C:11]1[CH:16]=[C:15]([CH:17]=[CH:28][C:27]2[C:26]([CH3:30])([CH3:29])[O:25][C:24](=[C:31]([C:32]#[N:33])[C:34]#[N:35])[C:23]=2[C:21]#[N:22])[CH:14]=[CH:13][C:12]=1[NH2:19])[CH3:2]. Procedure details: Acetic acid (5 drops) was added to a solution of 6-(2-amino-5-formyl-phenoxy)-hexanoic acid ethyl ester (0.310 g, 1.10 mmol) and 2-(3-cyano-4,5,5-trimethyl-5H-furan-2-ylidene)-malononitrile. (0.26 g, 1.33 mmol) in pyridine (10 ml). After stirring for 24 hours at room temperature, the mixture was diluted with 100 mls of water causing the formation of a dark purple precipitate which was removed by suction filtration and washed with water. The material, was found to be pure 6-{2-amino-5-[2-(4-cyano... Reactants: CCOCC, C[Si](C)(C)C=[N+]=[N-], O=C(O)C(=O)c1ccc(F)cc1. The product is COC(=O)C(=O)c1ccc(F)cc1. RXN SMILES: [CH2:20]([O:21][CH2:22][CH3:23])[CH3:24].[CH3:13][Si:14]([CH:15]=[N+:16]=[N-:17])([CH3:18])[CH3:19].[F:1][c:2]1[cH:3][cH:4][c:5]([C:8]([C:9](=[O:10])[OH:11])=[O:12])[cH:6][cH:7]1>>[F:1][c:2]1[cH:3][cH:4][c:5]([C:8]([C:9](=[O:10])[O:11][CH3:13])=[O:12])[cH:6][cH:7]1. The reactants are O=C([O-])[O-], CN1CCNCC1, ClC(Cl)Cl, [K+], [K+], O=S(=O)(Cl)c1cccc2cnccc12. The product is CN1CCN(S(=O)(=O)c2cccc3cnccc23)CC1. RXN SMILES: [C:8](=[O:9])([O-:10])[O-:11].[CH3:1][N:2]1[CH2:3][CH2:4][NH:5][CH2:6][CH2:7]1.[CH:28]([Cl:29])([Cl:30])[Cl:31].[K+:12].[K+:13].[cH:14]1[n:15][cH:16][cH:17][c:18]2[c:19]([S:24](=[O:25])(=[O:26])[Cl:27])[cH:20][cH:21][cH:22][c:23]12>>[CH3:1][N:2]1[CH2:3][CH2:4][N:5]([S:24]([c:19]2[c:18]3[cH:17][cH:16][n:15][cH:14][c:23]3[cH:22][cH:21][cH:20]2)(=[O:25])=[O:26])[CH2:6][CH2:7]1. The reactants are COC([C@@H](NC(=O)NC=1SC(NN1)=S)CC1CCCCC1)=O (N-[[(4,5-dihydro-5-thioxo-1,3,4-thiadiazol-2-yl)amino]carbonyl]-β-cyclohexyl-L-alanine methyl ester), C(CC1=CC=CC=C1)N (phenethylamine). Product: S=C1NN=C(S1)NC(=O)N[C@H](C(=O)NCCC1=CC=CC=C1)CC1CCCCC1 (α-[[[(4,5-Dihydro-5-thioxo-1,3,4-thiadiazol-2-yl)amino]carbonyl]amino]-N-(2-phenylethyl)-(S)-cyclohexanepropanamide). Reaction SMILES: CO[C:3](=[O:22])[C@H:4]([CH2:15][CH:16]1[CH2:21][CH2:20][CH2:19][CH2:18][CH2:17]1)[NH:5][C:6]([NH:8][C:9]1[S:10][C:11](=[S:14])[NH:12][N:13]=1)=[O:7].[CH2:23]([NH2:31])[CH2:24][C:25]1[CH:30]=[CH:29][CH:28]=[CH:27][CH:26]=1>>[S:14]=[C:11]1[S:10][C:9]([NH:8][C:6]([NH:5][C@@H:4]([CH2:15][CH:16]2[CH2:17][CH2:18][CH2:19][CH2:20][CH2:21]2)[C:3]([NH:31][CH2:23][CH2:24][C:25]2[CH:30]=[CH:29][CH:28]=[CH:27][CH:26]=2)=[O:22])=[O:7])=[N:13][NH:12]1. Procedure details: Following the general procedure outlined in EXAMPLE 5, and making non-critical variations but starting with N-[[(4,5-dihydro-5-thioxo-1,3,4-thiadiazol-2-yl)amino]carbonyl]-β-cyclohexyl-L-alanine methyl ester (prepared similarly to that described in EXAMPLE 1) and phenethylamine, the title compound is obtained (mp 199°-200° C.). The reactants are CC(=O)OC1c2ccccc2Oc2ccccc21, CN1CCC(N)CC1, c1ccccc1. The product is CN1CCC(NC2c3ccccc3Oc3ccccc32)CC1. As a reaction SMILES: [C:1]([O:2][CH:5]1[c:6]2[cH:7][cH:8][cH:9][cH:10][c:11]2[O:12][c:13]2[cH:14][cH:15][cH:16][cH:17][c:18]21)(=[O:3])[CH3:4].[NH2:19][CH:20]1[CH2:21][CH2:22][N:23]([CH3:26])[CH2:24][CH2:25]1.[cH:27]1[cH:28][cH:29][cH:30][cH:31][cH:32]1>>[CH:5]1([NH:19][CH:20]2[CH2:21][CH2:22][N:23]([CH3:26])[CH2:24][CH2:25]2)[c:6]2[cH:7][cH:8][cH:9][cH:10][c:11]2[O:12][c:13]2[cH:14][cH:15][cH:16][cH:17][c:18]21. The reactants are O=C(n1ccnc1)n1ccnc1, CCOC(C)=O, CCCCCC, ClCCl, CC(N)c1cccc(C(F)(F)F)c1, O=C(O)c1cccnc1SCCS(=O)(=O)c1ccccc1. Yields the product CC(NC(=O)c1cccnc1SCCS(=O)(=O)c1ccccc1)c1cccc(C(F)(F)F)c1. As a reaction SMILES: [C:1]([n:2]1[cH:3][cH:4][n:5][cH:6]1)([n:7]1[cH:8][cH:9][n:10][cH:11]1)=[O:12].[C:53]([O:54][CH2:55][CH3:56])(=[O:57])[CH3:58].[CH3:47][CH2:48][CH2:49][CH2:50][CH2:51][CH3:52].[Cl:59][CH2:60][Cl:61].[F:34][C:35]([c:36]1[cH:37][c:38]([CH:42]([CH3:43])[NH2:44])[cH:39][cH:40][cH:41]1)([F:45])[F:46].[c:13]1([S:19](=[O:20])(=[O:21])[CH2:22][CH2:23][S:24][c:25]2[c:26]([C:27](=[O:28])[OH:29])[cH:30][cH:31][cH:32][n:33]2)[cH:14][cH:15][cH:16][cH:17][cH:18]1>>[c:13]1([S:19](=[O:20])(=[O:21])[CH2:22][CH2:23][S:24][c:25]2[c:26]([C:27](=[O:29])[NH:44][CH:42]([c:38]3[cH:37][c:36]([C:35]([F:34])([F:45])[F:46])[cH:41][cH:40][cH:39]3)[CH3:43])[cH:30][cH:31][cH:32][n:33]2)[cH:14][cH:15][cH:16][cH:17][cH:18]1. The reactants are ClC=1C(=CC=C2C(CNCC12)C1=CC(=C(C=C1)OC)OC)OC (8-chloro-7-methoxy-4-(3,4-dimethoxyphenyl)-1,2,3,4-tetrahydroisoquinoline), Br (hydrobromic acid). Yields the product Br.ClC=1C(=CC=C2C(CNCC12)C1=CC(=C(C=C1)O)O)O (8-chloro-7-hydroxy-4-(3,4-dihydroxyphenyl)-1,2,3,4-tetrahydroisoquinoline hydrobromide). Reaction SMILES: [Cl:1][C:2]1[C:3]([O:22]C)=[CH:4][CH:5]=[C:6]2[C:11]=1[CH2:10][NH:9][CH2:8][CH:7]2[C:12]1[CH:17]=[CH:16][C:15]([O:18]C)=[C:14]([O:20]C)[CH:13]=1.[BrH:24]>>[BrH:24].[Cl:1][C:2]1[C:3]([OH:22])=[CH:4][CH:5]=[C:6]2[C:11]=1[CH2:10][NH:9][CH2:8][CH:7]2[C:12]1[CH:17]=[CH:16][C:15]([OH:18])=[C:14]([OH:20])[CH:13]=1 |f:2.3|. Procedure details: To 540 mg of 8-chloro-7-methoxy-4-(3,4-dimethoxyphenyl)-1,2,3,4-tetrahydroisoquinoline, was added 11 ml of 48% hydrobromic acid, and the mixture was heated under reflux for 3 hours under an argon gas stream. After cooling, the crystals which separated out were collected by filtration, and 520 mg of 8-chloro-7-hydroxy-4-(3,4-dihydroxyphenyl)-1,2,3,4-tetrahydroisoquinoline hydrobromide was obtained. Solvent: O1CCCC1 (tetrahydrofuran), O1CCCC1 (tetrahydrofuran). Starting materials: C(C)N1CCCCC1 (N-ethyl piperidine), C(C1=CC=CC=C1)OC(=O)N[C@@H](C)C(=O)O (benzyloxycarbonyl alanine), C(C)N (ethylamine), ClC(=O)OC(C)CC (sec. butyl chlorformate). Reaction conditions: temperature -6 celsius, time 8 minute. Product: C(C)NC([C@@H](NC(=O)OCC1=CC=CC=C1)C)=O (Benzyloxycarbonyl Alanine Ethylamide). Reported procedure: 14 ml. of N-ethyl piperidine was added to a solution of 23.3 grams of benzyloxycarbonyl alanine in 100 ml. of tetrahydrofuran and, after cooling to -10 degrees C., 14 ml. of sec. butyl chlorformate was added. Next, the mixture was stirred for 8 minutes and cooled to -6 degrees C. Then 30 ml. of a 4.1 solution of ethylamine in tetrahydrofuran was added. After 30 minutes of stirring at 0 degrees C. and 2 hours of stirring at room temperature, the reaction solution was evaporated, gradually shaken ... Reaction SMILES: [CH2:1]([N:3]1CCCCC1)[CH3:2].[CH2:9]([O:16][C:17]([NH:19][C@H:20]([C:22]([OH:24])=O)[CH3:21])=[O:18])[C:10]1[CH:15]=[CH:14][CH:13]=[CH:12][CH:11]=1.ClC(OC(CC)C)=O.C(N)C>O1CCCC1>[CH2:1]([NH:3][C:22](=[O:24])[C@H:20]([CH3:21])[NH:19][C:17]([O:16][CH2:9][C:10]1[CH:11]=[CH:12][CH:13]=[CH:14][CH:15]=1)=[O:18])[CH3:2].